Task: describe an organic reaction: reactants, conditions, products, and yield. Dataset: the Open Reaction Database (ORD), a public repository of structured organic reaction records The reactants are Fc1ccc(Oc2ccc(Br)cn2)cc1, [Li]CCCC, CN(C)C=O, C1CCOC1, O. The product is O=Cc1ccc(Oc2ccc(F)cc2)nc1. As a reaction SMILES: [Br:1][c:2]1[cH:3][cH:4][c:5]([O:8][c:9]2[cH:10][cH:11][c:12]([F:15])[cH:13][cH:14]2)[n:6][cH:7]1.[CH2:21]([Li:22])[CH2:23][CH2:24][CH3:25].[CH3:26][N:27]([CH3:28])[CH:29]=[O:30].[O:16]1[CH2:17][CH2:20][CH2:19][CH2:18]1.[OH2:31]>>[c:2]1([CH:17]=[O:16])[cH:3][cH:4][c:5]([O:8][c:9]2[cH:10][cH:11][c:12]([F:15])[cH:13][cH:14]2)[n:6][cH:7]1. Reactants: ClCCl, O=C(O)C(F)(F)F, CCOC(=O)C(CC(=O)OC(C)(C)C)(Cc1cc(Cl)c(N)c(C(F)(F)F)c1)C(=O)OCC. The product is CCOC(=O)C(CC(=O)O)(Cc1cc(Cl)c(N)c(C(F)(F)F)c1)C(=O)OCC. RXN SMILES: [Cl:40][CH2:41][Cl:42].[F:33][C:34]([F:35])([F:36])[C:37]([OH:38])=[O:39].[NH2:1][c:2]1[c:3]([Cl:32])[cH:4][c:5]([CH2:12][C:13]([CH2:14][C:15](=[O:16])[O:17][C:18]([CH3:19])([CH3:20])[CH3:21])([C:22](=[O:23])[O:24][CH2:25][CH3:26])[C:27](=[O:28])[O:29][CH2:30][CH3:31])[cH:6][c:7]1[C:8]([F:9])([F:10])[F:11]>>[NH2:1][c:2]1[c:3]([Cl:32])[cH:4][c:5]([CH2:12][C:13]([CH2:14][C:15](=[O:16])[OH:17])([C:22](=[O:23])[O:24][CH2:25][CH3:26])[C:27](=[O:28])[O:29][CH2:30][CH3:31])[cH:6][c:7]1[C:8]([F:9])([F:10])[F:11]. The reactants are F[C@@H]1[C@@H]2C=3C=CC(=CC3C[C@H]([C@H]2[C@@H]2CCC([C@@]2(C)C1)O)CCCCCCI)O (11β-fluor-7α-(6-iodohexyl)-estra-1,3,5(10)-triene-3,17-diol), CNCCCCCCC(C(F)(F)F)(F)F (methyl-(7,7,8,8,8-pentafluor-octyl)-amine), [Cl-].[Na+] (sodium chloride). The solvent is CN1C(CCC1)=O (1-methyl-2-pyrrolidinone). Yields the product F[C@@H]1[C@@H]2C=3C=CC(=CC3C[C@H]([C@H]2[C@@H]2CC[C@@H]([C@@]2(C)C1)O)CCCCCCN(CCCCCCC(C(F)(F)F)(F)F)C)O (11β-fluoro-7α-{6-[methyl-(7,7,8,8,8-pentafluor-octyl)-amino]-hexyl}-estra-1,3,5(10)-triene-3,17β-diol). Yield: 69.0%. Reaction SMILES: [F:1][C@H:2]1[CH2:19][C@@:17]2([CH3:18])[C@@H:13]([CH2:14][CH2:15][CH:16]2[OH:20])[C@H:12]2[C@H:3]1[C:4]1[CH:5]=[CH:6][C:7]([OH:28])=[CH:8][C:9]=1[CH2:10][C@H:11]2[CH2:21][CH2:22][CH2:23][CH2:24][CH2:25][CH2:26]I.[CH3:29][NH:30][CH2:31][CH2:32][CH2:33][CH2:34][CH2:35][CH2:36][C:37]([F:43])([F:42])[C:38]([F:41])([F:40])[F:39].[Cl-].[Na+]>CN1CCCC1=O>[F:1][C@H:2]1[CH2:19][C@@:17]2([CH3:18])[C@@H:13]([CH2:14][CH2:15][C@@H:16]2[OH:20])[C@H:12]2[C@H:3]1[C:4]1[CH:5]=[CH:6][C:7]([OH:28])=[CH:8][C:9]=1[CH2:10][C@H:11]2[CH2:21][CH2:22][CH2:23][CH2:24][CH2:25][CH2:26][N:30]([CH3:29])[CH2:31][CH2:32][CH2:33][CH2:34][CH2:35][CH2:36][C:37]([F:42])([F:43])[C:38]([F:39])([F:40])[F:41] |f:2.3|. Procedure: A solution of 690 mg of 11β-fluor-7α-(6-iodohexyl)-estra-1,3,5(10)-triene-3,17-diol in 15 ml of 1-methyl-2-pyrrolidinone is stirred with 810 mg of methyl-(7,7,8,8,8-pentafluor-octyl)-amine for 3 hours at a bath temperature of 80° C. For working-up, the batch is added to saturated sodium chloride solution, extracted with ether, dried on sodium sulfate, concentrated by evaporation in a vacuum and chromatographed on silica gel with dichloromethane/methanol/ammonia (25%). 576 mg of 11β-fluoro-7α-{6-... The reactants are NC=1SC(=C(N1)C(=O)N1[C@H]2C[C@H]2C[C@H]1CN)C1=CC(=CC=C1)F ([2-amino-5-(3-fluoro-phenyl)-thiazol-4-yl]-((1S,3S,5S)-3-aminomethyl-2-aza-bicyclo[3.1.0]hex-2-yl)-methanone), CN1C(=C(C2=CC=CC=C12)C(=O)O)C (1,2-dimethyl-1H-indole-3-carboxylic acid). The product is NC=1SC(=C(N1)C(=O)N1[C@H]2C[C@H]2C[C@H]1CNC(=O)C1=C(N(C2=CC=CC=C12)C)C)C1=CC(=CC=C1)F (1,2-dimethyl-1H-indole-3-carboxylic acid {(1S,3S,5S)-2-[2-amino-5-(3-fluoro-phenyl)-thiazole-4-carbonyl]-2-aza-bicyclo[3.1.0]hex-3-ylmethyl}-amide). As a reaction SMILES: [NH2:1][C:2]1[S:3][C:4]([C:17]2[CH:22]=[CH:21][CH:20]=[C:19]([F:23])[CH:18]=2)=[C:5]([C:7]([N:9]2[C@H:14]([CH2:15][NH2:16])[CH2:13][C@H:12]3[C@@H:10]2[CH2:11]3)=[O:8])[N:6]=1.[CH3:24][N:25]1[C:33]2[C:28](=[CH:29][CH:30]=[CH:31][CH:32]=2)[C:27]([C:34](O)=[O:35])=[C:26]1[CH3:37]>>[NH2:1][C:2]1[S:3][C:4]([C:17]2[CH:22]=[CH:21][CH:20]=[C:19]([F:23])[CH:18]=2)=[C:5]([C:7]([N:9]2[C@H:14]([CH2:15][NH:16][C:34]([C:27]3[C:28]4[C:33](=[CH:32][CH:31]=[CH:30][CH:29]=4)[N:25]([CH3:24])[C:26]=3[CH3:37])=[O:35])[CH2:13][C@H:12]3[C@@H:10]2[CH2:11]3)=[O:8])[N:6]=1. Reported procedure: prepared by reaction of [2-amino-5-(3-fluoro-phenyl)-thiazol-4-yl]-((1S,3S,5S)-3-aminomethyl-2-aza-bicyclo[3.1.0]hex-2-yl)-methanone with 1,2-dimethyl-1H-indole-3-carboxylic acid. LC-MS (basic): tR=0.83 min; [M+H]+=504.2. The reactants are CCC1C=C(C)CC(C)CC(OC)C2OC(O)(C(=O)C(=O)N3CCCCC3C(=O)OC(C(C)=CC3CCC(O)C(OC)C3)C(C)C(O)CC1=O)C(C)CC2OC, CC(=O)O, O, O=[Se]=O. Yields the product CCC1C=C(C)C(O)C(C)CC(OC)C2OC(O)(C(=O)C(=O)N3CCCCC3C(=O)OC(C(C)=CC3CCC(O)C(OC)C3)C(C)C(O)CC1=O)C(C)CC2OC. RXN SMILES: [CH2:1]([CH3:2])[CH:3]1[C:4](=[O:56])[CH2:5][CH:6]([OH:55])[CH:7]([CH3:54])[CH:8]([C:42](=[CH:43][CH:44]2[CH2:45][CH:46]([O:51][CH3:52])[CH:47]([OH:50])[CH2:48][CH2:49]2)[CH3:53])[O:9][C:10](=[O:41])[CH:11]2[CH2:12][CH2:13][CH2:14][CH2:15][N:16]2[C:17](=[O:40])[C:18](=[O:39])[C:19]2([OH:38])[CH:20]([CH3:37])[CH2:21][CH:22]([O:35][CH3:36])[CH:23]([CH:24]([O:32][CH3:33])[CH2:25][CH:26]([CH3:31])[CH2:27][C:28]([CH3:30])=[CH:29]1)[O:34]2.[CH3:60][C:61](=[O:62])[OH:63].[OH2:64].[Se:57](=[O:58])=[O:59]>>[CH2:1]([CH3:2])[CH:3]1[C:4](=[O:56])[CH2:5][CH:6]([OH:55])[CH:7]([CH3:54])[CH:8]([C:42](=[CH:43][CH:44]2[CH2:45][CH:46]([O:51][CH3:52])[CH:47]([OH:50])[CH2:48][CH2:49]2)[CH3:53])[O:9][C:10](=[O:41])[CH:11]2[CH2:12][CH2:13][CH2:14][CH2:15][N:16]2[C:17](=[O:40])[C:18](=[O:39])[C:19]2([OH:38])[CH:20]([CH3:37])[CH2:21][CH:22]([O:35][CH3:36])[CH:23]([CH:24]([O:32][CH3:33])[CH2:25][CH:26]([CH3:31])[CH:27]([OH:58])[C:28]([CH3:30])=[CH:29]1)[O:34]2. The product is C1(=CC=C(C=C1)NC(=NC1=CC=C(C=C1)C)N1CCN(CC1)C(NC1=CC=C(C=C1)C)=NC1=CC=C(C=C1)C)C (1,4-Di-[(N,N′-di-p-tolyl)amidino]piperizine). Reactants: N1CCNCC1 (piperazine), C1(=CC=C(C=C1)N=C=NC1=CC=C(C=C1)C)C (1,3 di-p-tolylcarbodiimide). Procedure: 0.5 mmol of piperazine was dissolved in 10 ml of DMF and 1.05 mmol of 1,3 di-p-tolylcarbodiimide was added. After 0.5 h. of stirring at room temperature, a small precipitation was filtered off and washed twice with 1 ml of DMF. The filtrates were collected and kept at room temperature overnight. To the DMF solution, 50 ml of water was added. The precipitated solid was filtered and washed with water. The solid was dissolved in ethyl acetate (20 ml) and 0.2 ml of conc. HCl conc. was added. The pro... Conditions: time 0.5 hour. Run in CN(C)C=O (DMF). Yield: 76.0%. Reaction SMILES: [NH:1]1[CH2:6][CH2:5][NH:4][CH2:3][CH2:2]1.[C:7]1([CH3:23])[CH:12]=[CH:11][C:10]([N:13]=[C:14]=[N:15][C:16]2[CH:21]=[CH:20][C:19]([CH3:22])=[CH:18][CH:17]=2)=[CH:9][CH:8]=1>CN(C=O)C>[C:7]1([CH3:23])[CH:12]=[CH:11][C:10]([NH:13][C:14]([N:1]2[CH2:6][CH2:5][N:4]([C:14](=[N:13][C:10]3[CH:11]=[CH:12][C:7]([CH3:23])=[CH:8][CH:9]=3)[NH:15][C:16]3[CH:17]=[CH:18][C:19]([CH3:22])=[CH:20][CH:21]=3)[CH2:3][CH2:2]2)=[N:15][C:16]2[CH:17]=[CH:18][C:19]([CH3:22])=[CH:20][CH:21]=2)=[CH:9][CH:8]=1. Reaction SMILES: [F:1][C:2]1[CH:7]=[CH:6][CH:5]=[CH:4][C:3]=1[N:8]1[CH2:13][CH2:12][N:11]([C:14]([C:16]2[S:25][C:19]3[N:20]=[CH:21][NH:22][C:23](=[O:24])[C:18]=3[C:17]=2[CH3:26])=[O:15])[CH2:10][CH2:9]1.C([O-])([O-])=O.[K+].[K+].Cl[CH2:34][C:35]([NH:37][C:38]1[CH:43]=[CH:42][C:41]([F:44])=[CH:40][C:39]=1[F:45])=[O:36]>CC#N>[F:45][C:39]1[CH:40]=[C:41]([F:44])[CH:42]=[CH:43][C:38]=1[NH:37][C:35](=[O:36])[CH2:34][N:22]1[C:23](=[O:24])[C:18]2[C:17]([CH3:26])=[C:16]([C:14]([N:11]3[CH2:10][CH2:9][N:8]([C:3]4[CH:4]=[CH:5][CH:6]=[CH:7][C:2]=4[F:1])[CH2:13][CH2:12]3)=[O:15])[S:25][C:19]=2[N:20]=[CH:21]1 |f:1.2.3|. Solvent: CC#N (CH3CN). Conditions: temperature 130 celsius. Starting materials: C(=O)([O-])[O-].[K+].[K+] (K2CO3), ClCC(=O)NC1=C(C=C(C=C1)F)F (2-chloro-N-(2,4-difluorophenyl)acetamide), FC1=C(C=CC=C1)N1CCN(CC1)C(=O)C1=C(C2=C(N=CNC2=O)S1)C (6-(4-(2-fluorophenyl)piperazine-1-carbonyl)-5-methylthieno[2,3-d]pyrimidin-4(3H)-one). Yields the product FC1=C(C=CC(=C1)F)NC(CN1C=NC2=C(C1=O)C(=C(S2)C(=O)N2CCN(CC2)C2=C(C=CC=C2)F)C)=O (N-(2,4-difluorophenyl)-2-(6-(4-(2-fluorophenyl)piperazine-1-carbonyl)-5-methyl-4-oxothieno[2,3-d]pyrimidin-3(4H)-yl)acetamide). Yield: 34.6%. Reported procedure: To a suspension of 6-(4-(2-fluorophenyl)piperazine-1-carbonyl)-5-methylthieno[2,3-d]pyrimidin-4(3H)-one, (0.06 g, 0.16 mmol) in CH3CN (0.5 mL) was added K2CO3 (22 mg, 0.16 mmol), KI (29 mg, 0.17 mmol), and 2-chloro-N-(2,4-difluorophenyl)acetamide, (36 mg, 0.16 mmol). The reaction mixture was heated at 130° C. for 25 min in a microwave reactor. The reaction was quenched with H2O (25 mL) and the aqueous layer was extracted with EtOAc (25 mL). The organic layer was washed with brine (25 mL), dried ... Reactants: FC=1C=C(C=C(C1NS(=O)(=O)C)F)C(C)NC(=O)C=1N=C(OC1)Cl (2-Chloro-oxazole-4-carboxylic acid [1-(3,5-difluoro-4-methanesulfonylamino-phenyl)-ethyl]-amide), [N+](=O)([O-])C=1C=C(C=CC1)O (3-nitrophenol). Product: FC=1C=C(C=C(C1NS(=O)(=O)C)F)C(C)NC(=O)C=1N=C(OC1)OC1=CC(=CC=C1)[N+](=O)[O-] (2-(3-Nitro-phenoxy)-oxazole-4-carboxylic acid [1-(3,5-difluoro-4-methanesulfonylamino-phenyl)-ethyl]-amide). Yield: 49.4%. As a reaction SMILES: [F:1][C:2]1[CH:3]=[C:4]([CH:14]([NH:16][C:17]([C:19]2[N:20]=[C:21](Cl)[O:22][CH:23]=2)=[O:18])[CH3:15])[CH:5]=[C:6]([F:13])[C:7]=1[NH:8][S:9]([CH3:12])(=[O:11])=[O:10].[N+:25]([C:28]1[CH:29]=[C:30]([OH:34])[CH:31]=[CH:32][CH:33]=1)([O-:27])=[O:26]>>[F:1][C:2]1[CH:3]=[C:4]([CH:14]([NH:16][C:17]([C:19]2[N:20]=[C:21]([O:34][C:30]3[CH:31]=[CH:32][CH:33]=[C:28]([N+:25]([O-:27])=[O:26])[CH:29]=3)[O:22][CH:23]=2)=[O:18])[CH3:15])[CH:5]=[C:6]([F:13])[C:7]=1[NH:8][S:9]([CH3:12])(=[O:11])=[O:10]. Procedure: 2-Chloro-oxazole-4-carboxylic acid [1-(3,5-difluoro-4-methanesulfonylamino-phenyl)-ethyl]-amide (50 mg, 0.13 mmol) was reacted with 3-nitrophenol (36 mg, 0.26 mmol) to give the title compound (31 mg, 49%) after purification by column chromatography (gradient 12% to 100% EtOAc in n-hexane).